Dataset: the Open Reaction Database (ORD), a public repository of structured organic reaction records. Task: describe an organic reaction: reactants, conditions, products, and yield The reactants are ON1C(CC(CC1(C)C)OC(C1=CC=CC=C1)=O)(C)C (1-oxyl-4-benzoyloxy-2,2,6,6-tetramethylpiperidine), C1(=CC(=CC=C1)C)C (m-xylene). Product: C(C1=CC=CC=C1)(=O)OC1CC(N(C(C1)(C)C)OCC1=CC(=CC=C1)C)(C)C (1-(3-Methylbenzyl)oxy-2,2,6,6-tetramethylpiperidin-4-yl Benzoate). Yield: 29.5%. As a reaction SMILES: [OH:1][N:2]1[C:7]([CH3:9])([CH3:8])[CH2:6][CH:5]([O:10][C:11](=[O:18])[C:12]2[CH:17]=[CH:16][CH:15]=[CH:14][CH:13]=2)[CH2:4][C:3]1([CH3:20])[CH3:19].[C:21]1([CH3:28])[CH:26]=[CH:25][CH:24]=[C:23]([CH3:27])[CH:22]=1>>[C:11]([O:10][CH:5]1[CH2:6][C:7]([CH3:9])([CH3:8])[N:2]([O:1][CH2:28][C:21]2[CH:26]=[CH:25][CH:24]=[C:23]([CH3:27])[CH:22]=2)[C:3]([CH3:20])([CH3:19])[CH2:4]1)(=[O:18])[C:12]1[CH:17]=[CH:16][CH:15]=[CH:14][CH:13]=1. Reported procedure: A mixture of 13.77 g (0.05 mol) of 1-oxyl-4-benzoyloxy-2,2,6,6-tetramethylpiperidine and 106.17 g (1.0 mol) of m-xylene under a nitrogen atmosphere is heated at reflux for 50 hours. The reaction mixture is filtered to remove the hydroxylamine, and the filtrate is washed with 10 w/v % ascorbic acid (1×50 mL) and distilled water (2×50 mL). The organic phase is dried over anhydrous sodium sulfate and the volatiles are removed in vacuo. The residue is recrystallized from isopropyl alcohol to give 5.... Starting materials: C(C)OC(C(CC1=CC2=NC(=CC=C2N1)Cl)(C)C)=O (3-(5-Chloro-1H-pyrrolo[3,2-b]pyridin-2-yl)-2,2-dimethyl-propionic acid ethyl ester), ClC1=CC=C(CCl)C=C1 (4-chlorobenzyl chloride), C(=O)([O-])[O-].[Cs+].[Cs+] (Cs2CO3). Reagents/catalysts: [I-].C(CCC)[N+](CCCC)(CCCC)CCCC (tetrabutylammonium iodide). Solvent: CN(C)C=O (DMF). Run at temperature 60 celsius, time 8 hour. Yields the product C(C)OC(C(CC1=CC2=NC(=CC=C2N1CC1=CC=C(C=C1)Cl)Cl)(C)C)=O (3-[5-Chloro-1-(4-chloro-benzyl)-1H-pyrrolo[3,2-b]pyridin-2-yl]-2,2-dimethyl-propionic acid ethyl ester). RXN SMILES: [CH2:1]([O:3][C:4](=[O:19])[C:5]([CH3:18])([CH3:17])[CH2:6][C:7]1[NH:15][C:14]2[C:9](=[N:10][C:11]([Cl:16])=[CH:12][CH:13]=2)[CH:8]=1)[CH3:2].[Cl:20][C:21]1[CH:28]=[CH:27][C:24]([CH2:25]Cl)=[CH:23][CH:22]=1.C([O-])([O-])=O.[Cs+].[Cs+]>[I-].C([N+](CCCC)(CCCC)CCCC)CCC.CN(C=O)C>[CH2:1]([O:3][C:4](=[O:19])[C:5]([CH3:18])([CH3:17])[CH2:6][C:7]1[N:15]([CH2:25][C:24]2[CH:27]=[CH:28][C:21]([Cl:20])=[CH:22][CH:23]=2)[C:14]2[C:9](=[N:10][C:11]([Cl:16])=[CH:12][CH:13]=2)[CH:8]=1)[CH3:2] |f:2.3.4,5.6|. Procedure details: 3-(5-Chloro-1H-pyrrolo[3,2-b]pyridin-2-yl)-2,2-dimethyl-propionic acid ethyl ester (1.0 g, 3.56 mmol), 4-chlorobenzyl chloride (0.86 g, 5.34 mmol), Cs2CO3 (5.8 g, 17.80 mmol), and tetrabutylammonium iodide (1.3 g, 3.57 mmol) were suspended in DMF (˜5 mL) and stirred at 60° C. overnight under N2. DMF was removed in vacuo, the residue was dissolved in ether and water, and the aqueous layer was extracted three times with ether. The combined organic layers were washed twice with water, once with bri... The reactants are O=C(c1ccccc1)N1CCNCC1, O=C(O)C(=O)c1c[nH]c2c(Cl)nccc12, [K]. The product is O=C(C(=O)N1CCN(C(=O)c2ccccc2)CC1)c1c[nH]c2c(Cl)nccc12. RXN SMILES: [C:17]([c:18]1[cH:19][cH:20][cH:21][cH:22][cH:23]1)(=[O:24])[N:25]1[CH2:26][CH2:27][NH:28][CH2:29][CH2:30]1.[Cl:2][c:3]1[n:4][cH:5][cH:6][c:7]2[c:8]([C:12]([C:13](=[O:14])[OH:15])=[O:16])[cH:9][nH:10][c:11]12.[K:1]>>[Cl:2][c:3]1[n:4][cH:5][cH:6][c:7]2[c:8]([C:12]([C:13](=[O:15])[N:28]3[CH2:27][CH2:26][N:25]([C:17]([c:18]4[cH:19][cH:20][cH:21][cH:22][cH:23]4)=[O:24])[CH2:30][CH2:29]3)=[O:16])[cH:9][nH:10][c:11]12. Solvent: CN1C(CCC1)=O (N-methyl-2-pyrrolidone). Reagents/catalysts: C(C)(=O)[O-].[Pd+2].C(C)(=O)[O-] (palladium acetate), C1(=CC=CC=C1)P(CCP(C1=CC=CC=C1)C1=CC=CC=C1)C1=CC=CC=C1 (1,2-bis(diphenylphosphino) ethane). Procedure details: 3.56 g (20 mmol) of sodium p-tolunesulfinate, 2.75 g (20 mmol) of p-chlorobenzonitrile, 0.0225 g (0.1 mmol) of palladium acetate, 0.0478 g (0.12 mmol) of 1,2-bis(diphenylphosphino) ethane, 11.2 g (200 mmol) of calcium oxide and 60 ml of N-methyl-2-pyrrolidone were placed in a 100 ml round bottom flask and reacted at 150° C. in a nitrogen gas stream for 6 hours. After the completion of the reaction, the reaction mixture solution was analyzed by means of high performance liquid chromatography. The... The yield is 49.0%. Starting materials: [Na] (sodium), ClC1=CC=C(C#N)C=C1 (p-chlorobenzonitrile), [O-2].[Ca+2] (calcium oxide). The product is C(#N)C1=CC=C(C=C1)C1=CC=C(C=C1)C (4'-cyano-4-methyl-biphenyl). Reaction SMILES: [Na].Cl[C:3]1[CH:10]=[CH:9][C:6]([C:7]#[N:8])=[CH:5][CH:4]=1.[O-2].[Ca+2]>C([O-])(=O)C.[Pd+2].C([O-])(=O)C.C1(P(C2C=CC=CC=2)CCP(C2C=CC=CC=2)C2C=CC=CC=2)C=CC=CC=1.CN1CCCC1=O>[C:7]([C:6]1[CH:9]=[CH:10][C:3]([C:3]2[CH:10]=[CH:9][C:6]([CH3:7])=[CH:5][CH:4]=2)=[CH:4][CH:5]=1)#[N:8] |f:2.3,4.5.6,^1:0|. Starting materials: N[C@@H]1[C@@H](CN(CC1)C=1OC(=C(N1)C(=O)OCCCC)CC)OC (Butyl cis(±)-2-(4-amino-3-methoxypiperidin-1-yl)-5-ethyl-1,3-oxazole-4-carboxylate), C=1C=CC2=C(C1)N=NN2O (HOBt), ClC=1N=C(NC1CC)C(=O)O (4-chloro-5-ethyl-1H-imidazole-2-carboxylic acid), CCN=C=NCCCN(C)C.Cl (WSC hydrochloride). The solvent is ClCCl (dichloromethane), CC(=O)N(C)C (DMA). Yields the product ClC=1N=C(NC1CC)C(=O)N[C@@H]1[C@@H](CN(CC1)C=1OC(=C(N1)C(=O)OCCCC)CC)OC (Butyl cis(±)-2-(4-{[(4-chloro-5-ethyl-1H-imidazol-2-yl)carbonyl]amino}-3-methoxypiperidin-1-yl)-5-ethyl-1,3-oxazole-4-carboxylate). The yield is 79.5%. Reaction SMILES: [NH2:1][C@H:2]1[CH2:7][CH2:6][N:5]([C:8]2[O:9][C:10]([CH2:20][CH3:21])=[C:11]([C:13]([O:15][CH2:16][CH2:17][CH2:18][CH3:19])=[O:14])[N:12]=2)[CH2:4][C@H:3]1[O:22][CH3:23].[Cl:24][C:25]1[N:26]=[C:27]([C:32](O)=[O:33])[NH:28][C:29]=1[CH2:30][CH3:31].CCN=C=NCCCN(C)C.Cl.C1C=CC2N(O)N=NC=2C=1>ClCCl.CC(N(C)C)=O>[Cl:24][C:25]1[N:26]=[C:27]([C:32]([NH:1][C@H:2]2[CH2:7][CH2:6][N:5]([C:8]3[O:9][C:10]([CH2:20][CH3:21])=[C:11]([C:13]([O:15][CH2:16][CH2:17][CH2:18][CH3:19])=[O:14])[N:12]=3)[CH2:4][C@H:3]2[O:22][CH3:23])=[O:33])[NH:28][C:29]=1[CH2:30][CH3:31] |f:2.3|. Procedure details: The same operation as in Example (106d) was performed using butyl cis(±)-2-(4-amino-3-methoxypiperidin-1-yl)-5-ethyl-1,3-oxazole-4-carboxylate obtained in Example (110c) (0.35 g, 1.45 mmol), 4-chloro-5-ethyl-1H-imidazole-2-carboxylic acid (0.11 g, 0.6 mmol), WSC hydrochloride (0.38 g, 2 mmol), HOBt (0.13 g, 1 mmol), DMA (3 mL) and dichloromethane (3 mL). The resulting residue was purified by silica gel column chromatography (elution solvent: ethyl acetate/hexane=1/4, 1/2, 3/2, 2/1) to obtain 0.2... The reactants are CCCCCC (hexane), CC(C(=O)NC1=CC=C(C(=O)OCC)C=C1)C (Ethyl 4-(2-methylpropionylamino)benzoate), [N+](=O)(O)[O-] (nitric acid), C(C)(=O)OCC (ethyl acetate). The solvent is O (water). Reaction conditions: time 30 minute. The product is CC(C(=O)NC1=C(C=C(C(=O)OCC)C=C1)[N+](=O)[O-])C (ethyl 4-(2-methylpropionylamino)-3-nitrobenzoate). The yield is 49.0%. Reaction SMILES: [CH3:1][CH:2]([CH3:17])[C:3]([NH:5][C:6]1[CH:16]=[CH:15][C:9]([C:10]([O:12][CH2:13][CH3:14])=[O:11])=[CH:8][CH:7]=1)=[O:4].[N+:18]([O-])([OH:20])=[O:19].C(OCC)(=O)C.CCCCCC>O>[CH3:17][CH:2]([CH3:1])[C:3]([NH:5][C:6]1[CH:16]=[CH:15][C:9]([C:10]([O:12][CH2:13][CH3:14])=[O:11])=[CH:8][C:7]=1[N+:18]([O-:20])=[O:19])=[O:4]. Procedure details: Ethyl 4-(2-methylpropionylamino)benzoate (Chemical Abstract 114(11) 101280u; Vagaonescu; Marisa, N-Acyl Derivatives of Anesthesin. Stud Univ. Banes-Bolyai Chem. 1989, 34, 12-14) was added slowly over a 50-min period to fuming nitric acid at 10° C. The reaction was stirred for 30 min at room temperature. Thin-layer chromatographic analysis (SiO2, 1:1 ethyl acetate:hexane) showed disappearance of the starting material along with the formation of a new higher-running spot (Rf =0.9). The reaction wa... The reactants are CCCC[Sn](CCCC)(CCCC)c1cccc(C)n1, CC(c1cc2cccc(Cl)c2nc1Cl)N1C(=O)c2ccccc2C1=O, C1COCCO1, c1ccc(P(c2ccccc2)(c2ccccc2)[Pd](P(c2ccccc2)(c2ccccc2)c2ccccc2)(P(c2ccccc2)(c2ccccc2)c2ccccc2)P(c2ccccc2)(c2ccccc2)c2ccccc2)cc1. Product: Cc1cccc(-c2nc3c(Cl)cccc3cc2C(C)N2C(=O)c3ccccc3C2=O)n1. RXN SMILES: [CH3:26][c:27]1[n:28][c:29]([Sn:33]([CH2:34][CH2:35][CH2:36][CH3:37])([CH2:38][CH2:39][CH2:40][CH3:41])[CH2:42][CH2:43][CH2:44][CH3:45])[cH:30][cH:31][cH:32]1.[Cl:1][c:2]1[n:3][c:4]2[c:5]([Cl:25])[cH:6][cH:7][cH:8][c:9]2[cH:10][c:11]1[CH:12]([CH3:13])[N:14]1[C:15](=[O:24])[c:16]2[cH:17][cH:18][cH:19][cH:20][c:21]2[C:22]1=[O:23].[O:46]1[CH2:47][CH2:48][O:49][CH2:50][CH2:51]1.[cH:52]1[cH:53][cH:54][c:55]([P:56]([Pd:57]([P:58]([c:59]2[cH:60][cH:61][cH:62][cH:63][cH:64]2)([c:65]2[cH:66][cH:67][cH:68][cH:69][cH:70]2)[c:71]2[cH:72][cH:73][cH:74][cH:75][cH:76]2)([P:77]([c:78]2[cH:79][cH:80][cH:81][cH:82][cH:83]2)([c:84]2[cH:85][cH:86][cH:87][cH:88][cH:89]2)[c:90]2[cH:91][cH:92][cH:93][cH:94][cH:95]2)[P:96]([c:97]2[cH:98][cH:99][cH:100][cH:101][cH:102]2)([c:103]2[cH:104][cH:105][cH:106][cH:107][cH:108]2)[c:109]2[cH:110][cH:111][cH:112][cH:113][cH:114]2)([c:115]2[cH:116][cH:117][cH:118][cH:119][cH:120]2)[c:121]2[cH:122][cH:123][cH:124][cH:125][cH:126]2)[cH:127][cH:128]1>>[c:2]1(-[c:29]2[n:28][c:27]([CH3:26])[cH:32][cH:31][cH:30]2)[n:3][c:4]2[c:5]([Cl:25])[cH:6][cH:7][cH:8][c:9]2[cH:10][c:11]1[CH:12]([CH3:13])[N:14]1[C:15](=[O:24])[c:16]2[cH:17][cH:18][cH:19][cH:20][c:21]2[C:22]1=[O:23]. Starting materials: N1CCCCC1 (piperidine), COC=1C=C(C=CC1N1C=NC(=C1)C)NC=1SC(=CN1)C=O (2-[3-methoxy-4-(4-methyl-imidazol-1-yl)-phenylamino]-thiazole-5-carbaldehyde). The product is COC=1C=C(C=CC1N1C=NC(=C1)C)NC=1SC(=CN1)CN1CCCCC1 ([3-Methoxy-4-(4-methyl-imidazol-1-yl)-phenyl]-(5-piperidin-1-ylmethyl-thiazol-2-yl)-amine). RXN SMILES: [NH:1]1[CH2:6][CH2:5][CH2:4][CH2:3][CH2:2]1.[CH3:7][O:8][C:9]1[CH:10]=[C:11]([NH:21][C:22]2[S:23][C:24]([CH:27]=O)=[CH:25][N:26]=2)[CH:12]=[CH:13][C:14]=1[N:15]1[CH:19]=[C:18]([CH3:20])[N:17]=[CH:16]1>>[CH3:7][O:8][C:9]1[CH:10]=[C:11]([NH:21][C:22]2[S:23][C:24]([CH2:27][N:1]3[CH2:6][CH2:5][CH2:4][CH2:3][CH2:2]3)=[CH:25][N:26]=2)[CH:12]=[CH:13][C:14]=1[N:15]1[CH:19]=[C:18]([CH3:20])[N:17]=[CH:16]1. Procedure details: The title compound was prepared in analogy to example 57 from 16 mg (0.19 mmol) piperidine and 65 mg (0.21 mmol) 2-[3-methoxy-4-(4-methyl-imidazol-1-yl)-phenylamino]-thiazole-5-carbaldehyde. The reaction was not complete and the same amount of reagent was added like in example 57. The crude product was purified on silica gel with methylene chloride/methanol 9/1 yielding 36 mg (50%) [3-methoxy-4-(4-methyl-imidazol-1-yl)-phenyl]-(5-piperidin-1-ylmethyl-thiazol-2-yl)-amine as a yellow oil. MS ISP (... The reactants are C[C@H]1[C@H]2[C@H](C[C@H]3[C@@H]4CC[C@H]5CC(CC[C@]5(C)[C@H]4CC[C@]23C)=O)O[C@]12CC[C@@H](C)CO2 ((5α,25R)-spirostan-3-one), BrBr (Bromine). Run in O1CCCC1 (tetrahydrofuran). Conditions: temperature -78 celsius, time 3 hour. Product: Br[C@H]1C(C[C@@H]2CC[C@H]3[C@@H]4C[C@H]5[C@H]([C@H](C)[C@]6(O5)CC[C@@H](C)CO6)[C@]4(CC[C@@H]3[C@]2(C1)C)C)=O ((2α,5α,25R)-2-bromospirostan-3-one). Isolated yield 85.0%. Reaction SMILES: [CH3:1][C@@H:2]1[C@:24]2([O:30][CH2:29][C@H:27]([CH3:28])[CH2:26][CH2:25]2)[O:23][C@H:4]2[CH2:5][C@@H:6]3[C@@:20]([CH3:21])([C@@H:3]12)[CH2:19][CH2:18][C@H:17]1[C@H:7]3[CH2:8][CH2:9][C@@H:10]2[C@:15]1([CH3:16])[CH2:14][CH2:13][C:12](=[O:22])[CH2:11]2.[Br:31]Br>O1CCCC1>[Br:31][C@@H:13]1[CH2:14][C@@:15]2([CH3:16])[C@@H:10]([CH2:9][CH2:8][C@@H:7]3[C@@H:17]2[CH2:18][CH2:19][C@@:20]2([CH3:21])[C@H:6]3[CH2:5][C@@H:4]3[O:23][C@@:24]4([O:30][CH2:29][C@H:27]([CH3:28])[CH2:26][CH2:25]4)[C@@H:2]([CH3:1])[C@@H:3]32)[CH2:11][C:12]1=[O:22]. Reported procedure: A mixture of (5α,25R)-spirostan-3-one (1.00 g, 2.41 mmol) and tetrahydrofuran (10 mL) was cooled to -78° C. under nitrogen atmosphere. Bromine was added (0.39 g, 2.41 mmol) and the reaction mixture was gradually warmed to room temperature. After three hours, the reaction was quenched by the addition of saturated sodium bisulfite solution. The mixture was diluted with ethyl acetate, washed with saturated sodium bisulfite solution (1x), saturated sodium bicarbonate (1x), brine (1x), dried (sodium ...